From a dataset of the Open Reaction Database (ORD), a public repository of structured organic reaction records. describe an organic reaction: reactants, conditions, products, and yield Reactants: [Li]CCCC, CCCCCC, CCOC(=O)C(C)c1ccc(C=O)cc1, [Cl-], C1CCOC1, c1ccc([P+](c2ccccc2)(c2ccccc2)C2CCCS2)cc1. Yields the product CCOC(=O)C(C)c1ccc(C=C2CCCS2)cc1. Reaction SMILES: [CH2:26]([Li:27])[CH2:28][CH2:29][CH3:30].[CH3:51][CH2:52][CH2:53][CH2:54][CH2:55][CH3:56].[CH:31](=[O:32])[c:33]1[cH:34][cH:35][c:36]([CH:39]([C:40](=[O:41])[O:42][CH2:43][CH3:44])[CH3:45])[cH:37][cH:38]1.[Cl-:1].[O:46]1[CH2:47][CH2:48][CH2:49][CH2:50]1.[S:2]1[CH:3]([P+:7]([c:8]2[cH:9][cH:10][cH:11][cH:12][cH:13]2)([c:14]2[cH:15][cH:16][cH:17][cH:18][cH:19]2)[c:20]2[cH:21][cH:22][cH:23][cH:24][cH:25]2)[CH2:4][CH2:5][CH2:6]1>>[S:2]1[C:3](=[CH:31][c:33]2[cH:34][cH:35][c:36]([CH:39]([C:40](=[O:41])[O:42][CH2:43][CH3:44])[CH3:45])[cH:37][cH:38]2)[CH2:4][CH2:5][CH2:6]1. Starting materials: 3B, ClC1=C(C=CC(=C1F)Cl)C(=O)N1CC(NCC1)=O (4-[(2,4-dichloro-3-fluorophenyl)carbonyl]-2-piperazinone), F[B-](F)(F)F.C(C)[O+](CC)CC (triethyloxonium tetrafluoroborate), COC1=CC(=NC=C1)C(=O)NN (4-(methyloxy)-2-pyridinecarbohydrazide), amide. Run in ClCCl (Dichloromethane). Conditions: time 8 hour. Product: ClC1=C(C=CC(=C1F)Cl)C(=O)N1CC=2N(CC1)C(=NN2)C2=NC=CC(=C2)OC (7-[(2,4-dichloro-3-fluorophenyl)carbonyl]-3-[4-(methyloxy)-2-pyridinyl]-5,6,7,8-tetrahydro[1,2,4]triazolo[4,3-a]pyrazine). As a reaction SMILES: [Cl:1][C:2]1[C:7]([F:8])=[C:6]([Cl:9])[CH:5]=[CH:4][C:3]=1[C:10]([N:12]1[CH2:17][CH2:16][NH:15][C:14](=O)[CH2:13]1)=[O:11].F[B-](F)(F)F.C([O+](CC)CC)C.[CH3:31][O:32][C:33]1[CH:38]=[CH:37][N:36]=[C:35]([C:39]([NH:41][NH2:42])=O)[CH:34]=1>ClCCl>[Cl:1][C:2]1[C:7]([F:8])=[C:6]([Cl:9])[CH:5]=[CH:4][C:3]=1[C:10]([N:12]1[CH2:17][CH2:16][N:15]2[C:39]([C:35]3[CH:34]=[C:33]([O:32][CH3:31])[CH:38]=[CH:37][N:36]=3)=[N:41][N:42]=[C:14]2[CH2:13]1)=[O:11] |f:1.2|. Procedure details: To a suspension of 4-[(2,4-dichloro-3-fluorophenyl)carbonyl]-2-piperazinone (I37) (0.25 g, 0.859 mmol) in anhydrous Dichloromethane (DCM) (2.147 ml) was added triethyloxonium tetrafluoroborate (0.179 g, 0.945 mmol) and the mixture was stirred overnight at room temperature under argon. The white suspension turned to a solution and 4-(methyloxy)-2-pyridinecarbohydrazide (0.158 g, 0.945 mmol, commercially available from e.g. Matrix Scientific, Anichem or 3B Scientific) was added at once. It was a s... Starting materials: COC1=CC=C(C=C1)N1CCN(CC1)CCN (4-(4-methoxyphenyl)piperazin-1-ylethylamine), CC1=CC(=NN1)C=O (5-methylpyrazole-3-carbaldehyde). Yields the product COC1=CC=C(C=C1)N1CCN(CC1)CCNCC1=NNC(=C1)C (3-{2-[4-(4-methoxyphenyl)piperazin-1-yl]ethyl}aminomethyl-5-methylpyrazole). The yield is 30.1%. As a reaction SMILES: [CH3:1][O:2][C:3]1[CH:8]=[CH:7][C:6]([N:9]2[CH2:14][CH2:13][N:12]([CH2:15][CH2:16][NH2:17])[CH2:11][CH2:10]2)=[CH:5][CH:4]=1.[CH3:18][C:19]1[NH:23][N:22]=[C:21]([CH:24]=O)[CH:20]=1>>[CH3:1][O:2][C:3]1[CH:4]=[CH:5][C:6]([N:9]2[CH2:10][CH2:11][N:12]([CH2:15][CH2:16][NH:17][CH2:24][C:21]3[CH:20]=[C:19]([CH3:18])[NH:23][N:22]=3)[CH2:13][CH2:14]2)=[CH:7][CH:8]=1. Reported procedure: Compound 36 was prepared using the same method as that of Example 1 except that 4-(4-methoxyphenyl)piperazin-1-ylethylamine and 5-methylpyrazole-3-carbaldehyde were used. Reactants: CCOC(C)=O, COc1c(Cl)ccc2ccc(O)nc12, [Na+], O=C([O-])O, O, O=P(Cl)(Cl)Cl. Product: COc1c(Cl)ccc2ccc(Cl)nc12. RXN SMILES: [CH3:26][CH2:27][O:28][C:29]([CH3:30])=[O:31].[Cl:1][c:2]1[cH:3][cH:4][c:5]2[cH:6][cH:7][c:8]([OH:14])[n:9][c:10]2[c:11]1[O:12][CH3:13].[Na+:25].[O-:21][C:22]([OH:23])=[O:24].[OH2:20].[P:15]([Cl:16])([Cl:17])([Cl:18])=[O:19]>>[Cl:1][c:2]1[cH:3][cH:4][c:5]2[cH:6][cH:7][c:8]([Cl:17])[n:9][c:10]2[c:11]1[O:12][CH3:13]. Reported procedure: To a solution of ethyl 2-(4-(6-(4-(6-fluoroindolin-1-yl)piperidin-1-yl)pyridazin-3-yl)-1H-pyrazol-1-yl)acetate (90 mg, 0.2 mmol) in EtOH (3 mL) was added NaBH4 (76 mg, 2 mmol). The resulting mixture was heated at 65° C. for 2 h and then poured into CH2Cl2/H2O (50 mL/50 mL). The aqueous layer was extracted with CH2Cl2 (50 ml). The combined organic layer was dried (Na2SO4) and filtered. The solvent was removed and the resulting residue was purified by silica gel column using EtOAc to 2% MeOH/EtOAc... Run at temperature 65 celsius. The reactants are FC1=CC=C2CCN(C2=C1)C1CCN(CC1)C1=CC=C(N=N1)C=1C=NN(C1)CC(=O)OCC (ethyl 2-(4-(6-(4-(6-fluoroindolin-1-yl)piperidin-1-yl)pyridazin-3-yl)-1H-pyrazol-1-yl)acetate), [BH4-].[Na+] (NaBH4), C(Cl)Cl.O (CH2Cl2 H2O). Solvent: CCO (EtOH). Yields the product FC1=CC=C2CCN(C2=C1)C1CCN(CC1)C1=CC=C(N=N1)C=1C=NN(C1)CCO (2-(4-(6-(4-(6-fluoroindolin-1-yl)piperidin-1-yl)pyridazin-3-yl)-1H-pyrazol-1-yl)ethanol). RXN SMILES: [F:1][C:2]1[CH:10]=[C:9]2[C:5]([CH2:6][CH2:7][N:8]2[CH:11]2[CH2:16][CH2:15][N:14]([C:17]3[N:22]=[N:21][C:20]([C:23]4[CH:24]=[N:25][N:26]([CH2:28][C:29](OCC)=[O:30])[CH:27]=4)=[CH:19][CH:18]=3)[CH2:13][CH2:12]2)=[CH:4][CH:3]=1.[BH4-].[Na+].C(Cl)Cl.O>CCO>[F:1][C:2]1[CH:10]=[C:9]2[C:5]([CH2:6][CH2:7][N:8]2[CH:11]2[CH2:12][CH2:13][N:14]([C:17]3[N:22]=[N:21][C:20]([C:23]4[CH:24]=[N:25][N:26]([CH2:28][CH2:29][OH:30])[CH:27]=4)=[CH:19][CH:18]=3)[CH2:15][CH2:16]2)=[CH:4][CH:3]=1 |f:1.2,3.4|. Starting materials: CO, [Cl-], [NH4+], O, COc1cc[nH]c1C=C1C(=O)Nc2ccc([N+](=O)[O-])c(-c3ccc(O)cc3)c21, [Zn]. The product is COc1cc[nH]c1C=C1C(=O)Nc2ccc(N)c(-c3ccc(O)cc3)c21. RXN SMILES: [CH3:32][OH:33].[Cl-:29].[NH4+:30].[OH2:31].[OH:1][c:2]1[cH:3][cH:4][c:5](-[c:8]2[c:9]3[c:13]([cH:14][cH:15][c:16]2[N+:17]([O-:18])=[O:19])[NH:12][C:11](=[O:20])[C:10]3=[CH:21][c:22]2[nH:23][cH:24][cH:25][c:26]2[O:27][CH3:28])[cH:6][cH:7]1.[Zn:34]>>[OH:1][c:2]1[cH:3][cH:4][c:5](-[c:8]2[c:9]3[c:13]([cH:14][cH:15][c:16]2[NH2:17])[NH:12][C:11](=[O:20])[C:10]3=[CH:21][c:22]2[nH:23][cH:24][cH:25][c:26]2[O:27][CH3:28])[cH:6][cH:7]1. Reactants: C1(CC1)NC(C1=CC(=C(C=C1)C)NC(C1=CC=C(C=C1)OCC1=NOC(=C1)C)=O)=O (N-cyclopropyl-4-methyl-3-({4-[(5-methylisoxazol-3-yl)methoxy]benzoyl}amino)benzamide), CS(=O)(=O)O (methanesulfonic acid). Yields the product CS(=O)(=O)O.C1(CC1)NC(C1=CC(=C(C=C1)C)NC(C1=CC=C(C=C1)OCC1=NOC(=C1)C)=O)=O (N-cyclopropyl-4-methyl-3-({4-[(5-methylisoxazol-3-yl)methoxy]benzoyl}amino)benzamide methanesulfonate). As a reaction SMILES: [CH:1]1([NH:4][C:5](=[O:30])[C:6]2[CH:11]=[CH:10][C:9]([CH3:12])=[C:8]([NH:13][C:14](=[O:29])[C:15]3[CH:20]=[CH:19][C:18]([O:21][CH2:22][C:23]4[CH:27]=[C:26]([CH3:28])[O:25][N:24]=4)=[CH:17][CH:16]=3)[CH:7]=2)[CH2:3][CH2:2]1.[CH3:31][S:32]([OH:35])(=[O:34])=[O:33]>>[CH3:31][S:32]([OH:35])(=[O:34])=[O:33].[CH:1]1([NH:4][C:5](=[O:30])[C:6]2[CH:11]=[CH:10][C:9]([CH3:12])=[C:8]([NH:13][C:14](=[O:29])[C:15]3[CH:16]=[CH:17][C:18]([O:21][CH2:22][C:23]4[CH:27]=[C:26]([CH3:28])[O:25][N:24]=4)=[CH:19][CH:20]=3)[CH:7]=2)[CH2:3][CH2:2]1 |f:2.3|. Procedure: Using an analogous procedure to that described in Example 36, N-cyclopropyl-4-methyl-3-({4-[(5-methylisoxazol-3-yl)methoxy]benzoyl}amino)benzamide was reacted with methanesulfonic acid to give the title compound: NMR Spectrum: (DMSOd6) 0.57 (m, 2H), 0.68 (m, 2H), 2.26 (s, 3H), 2.44 (s, 3H), 2.52 (s, 3H), 2.85 (m, 1H), 5.25 (s, 2H), 6.37 (s, 1H), 7.15 (m, 2H), 7.31 (m, 1H), 7.61 (m, 1H), 7.78 (s, 1H), 7.98 (m, 2H), 8.37 (s, 1H), 9.82 (s, 1H), 12.12 (br s, 1H); Mass Spectrum: M−H− 404, M+Na+ 428.